From a dataset of the Open Reaction Database (ORD), a public repository of structured organic reaction records. describe an organic reaction: reactants, conditions, products, and yield Starting materials: CCN=C=NCCCN(C)C, ClC(Cl)Cl, ClCCl, Cl, O=C(O)c1cccc(I)c1, CC(O)CN, O, On1nnc2ccccc21. The product is CC(O)CNC(=O)c1cccc(I)c1. RXN SMILES: [CH2:17]([N:18]=[C:19]=[N:20][CH2:21][CH2:22][CH2:23][N:24]([CH3:25])[CH3:26])[CH3:27].[CH:42]([Cl:43])([Cl:44])[Cl:45].[Cl:39][CH2:40][Cl:41].[ClH:16].[I:1][c:2]1[cH:3][c:4]([C:5](=[O:6])[OH:7])[cH:8][cH:9][cH:10]1.[NH2:11][CH2:12][CH:13]([CH3:14])[OH:15].[OH2:28].[OH:29][n:30]1[c:31]2[cH:32][cH:33][cH:34][cH:35][c:36]2[n:37][n:38]1>>[I:1][c:2]1[cH:3][c:4]([C:5](=[O:7])[NH:11][CH2:12][CH:13]([CH3:14])[OH:15])[cH:8][cH:9][cH:10]1.